From a dataset of the Open Reaction Database (ORD), a public repository of structured organic reaction records. describe an organic reaction: reactants, conditions, products, and yield Starting materials: O=C(C1CC1)N1CCC(Cc2n[nH]c(=O)n2-c2ccc(Br)cc2)C1, N#Cc1ccc(B(O)O)cc1, CCO, [K+], [K+], [K+], O, O=P([O-])([O-])[O-], c1ccc(P(c2ccccc2)(c2ccccc2)[Pd](P(c2ccccc2)(c2ccccc2)c2ccccc2)(P(c2ccccc2)(c2ccccc2)c2ccccc2)P(c2ccccc2)(c2ccccc2)c2ccccc2)cc1. Yields the product N#Cc1ccc(-c2ccc(-n3c(CC4CCN(C(=O)C5CC5)C4)n[nH]c3=O)cc2)cc1. RXN SMILES: [Br:1][c:2]1[cH:3][cH:4][c:5](-[n:8]2[c:9](=[O:24])[nH:10][n:11][c:12]2[CH2:13][CH:14]2[CH2:15][N:16]([C:19](=[O:20])[CH:21]3[CH2:22][CH2:23]3)[CH2:17][CH2:18]2)[cH:6][cH:7]1.[C:25](#[N:26])[c:27]1[cH:28][cH:29][c:30]([B:33]([OH:34])[OH:35])[cH:31][cH:32]1.[CH3:44][CH2:45][OH:46].[K+:41].[K+:42].[K+:43].[OH2:47].[P:36]([O-:37])([O-:38])([O-:39])=[O:40].[cH:48]1[cH:49][cH:50][c:51]([P:52]([Pd:53]([P:54]([c:55]2[cH:56][cH:57][cH:58][cH:59][cH:60]2)([c:61]2[cH:62][cH:63][cH:64][cH:65][cH:66]2)[c:67]2[cH:68][cH:69][cH:70][cH:71][cH:72]2)([P:73]([c:74]2[cH:75][cH:76][cH:77][cH:78][cH:79]2)([c:80]2[cH:81][cH:82][cH:83][cH:84][cH:85]2)[c:86]2[cH:87][cH:88][cH:89][cH:90][cH:91]2)[P:92]([c:93]2[cH:94][cH:95][cH:96][cH:97][cH:98]2)([c:99]2[cH:100][cH:101][cH:102][cH:103][cH:104]2)[c:105]2[cH:106][cH:107][cH:108][cH:109][cH:110]2)([c:111]2[cH:112][cH:113][cH:114][cH:115][cH:116]2)[c:117]2[cH:118][cH:119][cH:120][cH:121][cH:122]2)[cH:123][cH:124]1>>[c:2]1(-[c:30]2[cH:29][cH:28][c:27]([C:25]#[N:26])[cH:32][cH:31]2)[cH:3][cH:4][c:5](-[n:8]2[c:9](=[O:24])[nH:10][n:11][c:12]2[CH2:13][CH:14]2[CH2:15][N:16]([C:19](=[O:20])[CH:21]3[CH2:22][CH2:23]3)[CH2:17][CH2:18]2)[cH:6][cH:7]1.